This data is from the Open Reaction Database (ORD), a public repository of structured organic reaction records. The task is: describe an organic reaction: reactants, conditions, products, and yield Starting materials: aqueous solution, BrC1=CC=C(S1)C1=CC(=NN1C1=CC=NC=C1)C(=O)OC (methyl 5-(5-bromothiophen-2-yl)-1-(pyridin-4-yl)-1H-pyrazole-3-carboxylate), C1(=CC=CC=C1)P(C1=CC=CC=C1)(C1=CC=CC=C1)=O (triphenylphosphine oxide), BrC1=CC=C(S1)C1=CC(=NN1C1=CC=NC=C1)C(=O)OC (methyl 5-(5-bromothiophen-2-yl)-1-(pyridin-4-yl)-1H-pyrazole-3-carboxylate), CS(=O)(=O)C=1C=C(C=CC1)B(O)O (3-(methylsulfonyl)phenylboronic acid), C(=O)([O-])[O-].[Na+].[Na+] (Na2CO3). The reagents and catalysts are [Pd] (palladium), C=1C=CC(=CC1)[P](C=2C=CC=CC2)(C=3C=CC=CC3)[Pd]([P](C=4C=CC=CC4)(C=5C=CC=CC5)C=6C=CC=CC6)([P](C=7C=CC=CC7)(C=8C=CC=CC8)C=9C=CC=CC9)[P](C=1C=CC=CC1)(C=1C=CC=CC1)C=1C=CC=CC1 (Pd(PPh3)4). Run in C1CCOC1 (THF). Run at temperature 65 celsius, time 4 hour. The product is CS(=O)(=O)C=1C=C(C=CC1)C1=CC=C(S1)C1=CC(=NN1C1=CC=NC=C1)C(=O)OC (methyl 5-(5-(3-(methylsulfonyl)phenyl)-thiophen-2-yl)-1-(pyridin-4-yl)-1H-pyrazole-3-carboxylate). The yield is 24.0%. Reaction SMILES: Br[C:2]1[S:6][C:5]([C:7]2[N:11]([C:12]3[CH:17]=[CH:16][N:15]=[CH:14][CH:13]=3)[N:10]=[C:9]([C:18]([O:20][CH3:21])=[O:19])[CH:8]=2)=[CH:4][CH:3]=1.[CH3:22][S:23]([C:26]1[CH:27]=[C:28](B(O)O)[CH:29]=[CH:30][CH:31]=1)(=[O:25])=[O:24].C([O-])([O-])=O.[Na+].[Na+].C1(P(=O)(C2C=CC=CC=2)C2C=CC=CC=2)C=CC=CC=1>C1COCC1.[Pd].C1C=CC([P]([Pd]([P](C2C=CC=CC=2)(C2C=CC=CC=2)C2C=CC=CC=2)([P](C2C=CC=CC=2)(C2C=CC=CC=2)C2C=CC=CC=2)[P](C2C=CC=CC=2)(C2C=CC=CC=2)C2C=CC=CC=2)(C2C=CC=CC=2)C2C=CC=CC=2)=CC=1>[CH3:22][S:23]([C:26]1[CH:31]=[C:30]([C:2]2[S:6][C:5]([C:7]3[N:11]([C:12]4[CH:17]=[CH:16][N:15]=[CH:14][CH:13]=4)[N:10]=[C:9]([C:18]([O:20][CH3:21])=[O:19])[CH:8]=3)=[CH:4][CH:3]=2)[CH:29]=[CH:28][CH:27]=1)(=[O:25])=[O:24] |f:2.3.4,^1:70,72,91,110|. Procedure details: A mixture of methyl 5-(5-bromothiophen-2-yl)-1-(pyridin-4-yl)-1H-pyrazole-3-carboxylate (480 mg, 1.3 mmol) and 3-(methylsulfonyl)phenylboronic acid (390 mg, 1.9 mmol) was suspended in THF (6 mL) with Na2CO3 (1.0 mL of a 2M aqueous solution, 2.0 mmol). The mixture was sparged with nitrogen for ˜10 minutes, treated with Pd(PPh3)4 (54 mg, 47 mol), and heated to 65° C. After 4 hours at 65° C. there was still starting methyl 5-(5-bromothiophen-2-yl)-1-(pyridin-4-yl)-1H-pyrazole-3-carboxylate visible ... The reactants are IC1=C(OC2OCCCC2)C=CC(=C1)C(C)(CC(C)(C)C)C (2-(2-iodo-4-(2,4,4-trimethylpentan-2-yl)phenoxy)tetrahydro-2H-pyran), three, [O-]P(=O)([O-])[O-].[K+].[K+].[K+] (K3PO4), CNCCNC (N,N′-dimethylethylenediamine), C(C)(C)(C)C=1C=CC=2NC3=CC=C(C=C3C2C1)C(C)(C)C (3,6-di-t-butyl carbazole). Reagents/catalysts: [Cu]I (CuI). Solvent: C1(=CC=CC=C1)C (toluene). Yields the product C(C)(C)(C)C=1C=CC=2N(C3=CC=C(C=C3C2C1)C(C)(C)C)C1=C(C=CC(=C1)C(C)(CC(C)(C)C)C)OC1OCCCC1 (3,6-di-tert-butyl-9-(2-(tetrahydro-2H-pyran-2-yloxy)-5-(2,4,4-trimethylpentan-2-yl)phenyl)-9H-carbazole). As a reaction SMILES: I[C:2]1[CH:14]=[C:13]([C:15]([CH3:22])([CH2:17][C:18]([CH3:21])([CH3:20])[CH3:19])[CH3:16])[CH:12]=[CH:11][C:3]=1[O:4][CH:5]1[CH2:10][CH2:9][CH2:8][CH2:7][O:6]1.[C:23]([C:27]1[CH:28]=[CH:29][C:30]2[NH:31][C:32]3[C:37]([C:38]=2[CH:39]=1)=[CH:36][C:35]([C:40]([CH3:43])([CH3:42])[CH3:41])=[CH:34][CH:33]=3)([CH3:26])([CH3:25])[CH3:24].[O-]P([O-])([O-])=O.[K+].[K+].[K+].CNCCNC>[Cu]I.C1(C)C=CC=CC=1>[C:23]([C:27]1[CH:28]=[CH:29][C:30]2[N:31]([C:2]3[CH:14]=[C:13]([C:15]([CH3:22])([CH2:17][C:18]([CH3:21])([CH3:20])[CH3:19])[CH3:16])[CH:12]=[CH:11][C:3]=3[O:4][CH:5]3[CH2:10][CH2:9][CH2:8][CH2:7][O:6]3)[C:32]3[C:37]([C:38]=2[CH:39]=1)=[CH:36][C:35]([C:40]([CH3:43])([CH3:42])[CH3:41])=[CH:34][CH:33]=3)([CH3:26])([CH3:25])[CH3:24] |f:2.3.4.5|. Procedure: To a 50 mL three necked round bottom flask equipped with a stir bar and condenser under N2 atmosphere add 20 mL of dry toluene, 5.00 g (12.01 mmol) of 2-(2-iodo-4-(2,4,4-trimethylpentan-2-yl)phenoxy)tetrahydro-2H-pyran (P5), Preparation 5; 3.56 g (12.01 mmol) of 3,6-di-t-butyl carbazole (P1), Preparation 1; 0.488 g (2.56 mmol) of CuI, 7.71 g (36.22 mmol) of K3PO4, and 0.338 g (3.84 mmol) of N,N′-dimethylethylenediamine. Reflux the reaction mixture for 48 hours, cool it, filter it through a bed o... Reactants: 1-hydroxymethylisochromans, O1C(CCCC1)C(C)(O)OCCCl (tetrahydropyranyl chloroethoxyethanol). Solvent: O (water). The product is C1(OCCC2=CC=CC=C12)COCCOCCO (2-[2-((isochroman-1-yl)methoxy)ethoxy]ethanol). As a reaction SMILES: [O:1]1[CH2:6][CH2:5][CH2:4][CH2:3][CH:2]1[C:7]([O:10][CH2:11][CH2:12]Cl)(O)C>O>[CH:2]1([CH2:7][O:10][CH2:11][CH2:12][O:1][CH2:2][CH2:7][OH:10])[C:3]2[C:4](=[CH:3][CH:4]=[CH:5][CH:6]=2)[CH2:5][CH2:6][O:1]1. Procedure: Furthermore, various 1-hydroxymethylisochromans can be first treated with tetrahydropyranyl chloroethoxyethanol and then with acid and water to yield the corresponding 2-[2-((isochroman-1-yl)methoxy)ethoxy]ethanol. Yield: 38.6%. Starting materials: BrC=1C(NC(=CC1OCC1=C(C=C(C=C1)F)F)C)=O (3-bromo-4-[(2,4-difluorobenzyl)oxy]-6-methylpyridin-2(1H)-one), BrCC1=CC(=CC=C1)CBr (α,α′-Dibromo-m-xylene), [H-].[Na+] (sodium hydride). As a reaction SMILES: [Br:1][C:2]1[C:3](=[O:19])[NH:4][C:5]([CH3:18])=[CH:6][C:7]=1[O:8][CH2:9][C:10]1[CH:15]=[CH:14][C:13]([F:16])=[CH:12][C:11]=1[F:17].[Br:20][CH2:21][C:22]1[CH:27]=[CH:26][CH:25]=[C:24]([CH2:28]Br)[CH:23]=1.[H-].[Na+]>O1CCOCC1>[Br:1][C:2]1[C:3](=[O:19])[N:4]([CH2:28][C:24]2[CH:25]=[CH:26][CH:27]=[C:22]([CH2:21][Br:20])[CH:23]=2)[C:5]([CH3:18])=[CH:6][C:7]=1[O:8][CH2:9][C:10]1[CH:15]=[CH:14][C:13]([F:16])=[CH:12][C:11]=1[F:17] |f:2.3|. The solvent is O1CCOCC1 (1,4-dioxane). Run at temperature 60 celsius, time 16 hour. Yields the product BrC=1C(N(C(=CC1OCC1=C(C=C(C=C1)F)F)C)CC1=CC(=CC=C1)CBr)=O (3-bromo-1-[3-(bromomethyl)benzyl]-4-[(2,4-difluorobenzyl)oxy]-6-methylpyridin-2(1H)-one). Procedure details: 3-bromo-4-[(2,4-difluorobenzyl)oxy]-6-methylpyridin-2(1H)-one (2 g, 6.06 mmol) was suspended in 1,4-dioxane (250 mL). α,α′-Dibromo-m-xylene (8 g, 30.3 mmol) was added followed by sodium hydride (0.3 g, 7.5 mmol, 60% in mineral oil). The reaction was heated to 60° C. and stirred for 16 hours. The reaction was filtered through Celite® and the filtrate was concentrated to an oil that was partitioned between water and dichloromethane and extracted with dichloromethane (4×250 mL). The organic extract... Starting materials: COC(=O)c1cc(Br)c(=O)n(C2CCCC2)c1, Cc1ccccc1, [Cu]I, [K+], [K+], O=C([O-])[O-], c1cn[nH]c1. Product: COC(=O)c1cc(-n2cccn2)c(=O)n(C2CCCC2)c1. As a reaction SMILES: [Br:1][c:2]1[cH:3][c:4]([C:14](=[O:15])[O:16][CH3:17])[cH:5][n:6]([CH:9]2[CH2:10][CH2:11][CH2:12][CH2:13]2)[c:7]1=[O:8].[CH3:29][c:30]1[cH:31][cH:32][cH:33][cH:34][cH:35]1.[Cu:36][I:37].[K+:23].[K+:24].[O-:25][C:26]([O-:27])=[O:28].[nH:18]1[n:19][cH:20][cH:21][cH:22]1>>[c:2]1(-[n:18]2[n:19][cH:20][cH:21][cH:22]2)[cH:3][c:4]([C:14](=[O:15])[O:16][CH3:17])[cH:5][n:6]([CH:9]2[CH2:10][CH2:11][CH2:12][CH2:13]2)[c:7]1=[O:8]. Starting materials: BrC1=CC=C2C(=NC=NN21)N (7-bromopyrrolo[2,1-f][1,2,4]triazin-4-amine), CC1(OB(OC1(C)C)C(=C)C)C (4,4,5,5-tetramethyl-2-(prop-1-en-2-yl)-1,3,2-dioxaborolane). The reagents and catalysts are C1=CC=C(C=C1)P([C-]2C=CC=C2)C3=CC=CC=C3.C1=CC=C(C=C1)P([C-]2C=CC=C2)C3=CC=CC=C3.Cl[Pd]Cl.[Fe+2] (1,1′-bis(diphenylphosphino)ferrocenepalladium(II) chloride). Solvent: COCCOC (1,2-dimethoxyethane), C([O-])([O-])=O.[Na+].[Na+] (sodium carbonate), C(C)(=O)OCC (ethyl acetate), O (water). Conditions: temperature 90 celsius, time 8 hour. Product: C=C(C)C1=CC=C2C(=NC=NN21)N (7-(Prop-1-en-2-yl)pyrrolo[2,1-f][1,2,4]triazin-4-amine). Reaction SMILES: Br[C:2]1[N:10]2[C:5]([C:6]([NH2:11])=[N:7][CH:8]=[N:9]2)=[CH:4][CH:3]=1.[CH3:12][C:13]1(C)[C:17](C)(C)OB(C(C)=C)O1>COCCOC.C(=O)([O-])[O-].[Na+].[Na+].C(OCC)(=O)C.O.C1C=CC(P(C2C=CC=CC=2)[C-]2C=CC=C2)=CC=1.C1C=CC(P(C2C=CC=CC=2)[C-]2C=CC=C2)=CC=1.Cl[Pd]Cl.[Fe+2]>[CH2:12]=[C:13]([C:2]1[N:10]2[C:5]([C:6]([NH2:11])=[N:7][CH:8]=[N:9]2)=[CH:4][CH:3]=1)[CH3:17] |f:3.4.5,8.9.10.11|. Procedure: Under an argon atmosphere, 7-bromopyrrolo[2,1-f][1,2,4]triazin-4-amine (426 mg, 2 mmol) and 4,4,5,5-tetramethyl-2-(prop-1-en-2-yl)-1,3,2-dioxaborolane (420 mg, 2.5 mmol) were dissolved in a mixture of 1,2-dimethoxyethane (10 mL) and aqueous sodium carbonate solution (2 M, 4 mL). The reaction mixture was degassed, and 1,1′-bis(diphenylphosphino)ferrocenepalladium(II) chloride (73 mg, 0.1 mmol) was added. After stirring at 90° C. overnight, the reaction mixture was diluted with ethyl acetate (40 m...